Dataset: the Open Reaction Database (ORD), a public repository of structured organic reaction records. Task: describe an organic reaction: reactants, conditions, products, and yield Reactants: ClC(=O)OC (methyl chloroformate), C(CC(O)(C(=O)O)CC(=O)O)(=O)O (citric acid), O1C2=C(C=C1)C=C(C=C2)CCC(=O)C2=C(C=C(C=C2OCC=C)C)O[C@H]2[C@H](O)[C@@H](O)[C@H](O)[C@H](O2)CO (3-(5-Benzo[b]furanyl)-2'-(β-D-glucopyranosyloxy)-6'-allyloxy-4'-methylpropiophenone), C(=O)=O.CC(=O)C (dry ice acetone). Solvent: ClCCl (dichloromethane), N1=C(C=C(C=C1C)C)C (2,4,6-collidine). Yields the product O1C2=C(C=C1)C=C(C=C2)CCC(=O)C2=C(C=C(C=C2OCC=C)C)O[C@H]2[C@H](O)[C@@H](O)[C@H](O)[C@H](O2)COC(=O)OC (3-(5-benzo[b]furanyl)-2'-(6-O-methoxycarbonyl-β-D-glucopyranosyloxy)-6'-allyloxy-4'-methylpropiophenone). Isolated yield 87.2%. RXN SMILES: [O:1]1[CH:5]=[CH:4][C:3]2[CH:6]=[C:7]([CH2:10][CH2:11][C:12]([C:14]3[C:19]([O:20][CH2:21][CH:22]=[CH2:23])=[CH:18][C:17]([CH3:24])=[CH:16][C:15]=3[O:25][C@@H:26]3[O:34][C@H:33]([CH2:35][OH:36])[C@@H:31]([OH:32])[C@H:29]([OH:30])[C@H:27]3[OH:28])=[O:13])[CH:8]=[CH:9][C:2]1=2.C(=O)=O.CC(C)=O.Cl[C:45]([O:47][CH3:48])=[O:46].C(O)(=O)CC(CC(O)=O)(C(O)=O)O>N1C(C)=CC(C)=CC=1C.ClCCl>[O:1]1[CH:5]=[CH:4][C:3]2[CH:6]=[C:7]([CH2:10][CH2:11][C:12]([C:14]3[C:19]([O:20][CH2:21][CH:22]=[CH2:23])=[CH:18][C:17]([CH3:24])=[CH:16][C:15]=3[O:25][C@@H:26]3[O:34][C@H:33]([CH2:35][O:36][C:45]([O:47][CH3:48])=[O:46])[C@@H:31]([OH:32])[C@H:29]([OH:30])[C@H:27]3[OH:28])=[O:13])[CH:8]=[CH:9][C:2]1=2 |f:1.2|. Procedure: 3-(5-Benzo[b]furanyl)-2'-(β-D-glucopyranosyloxy)-6'-allyloxy-4'-methylpropiophenone (500 mg) is dissolved in 2,4,6-collidine (5 ml), and the mixture is cooled to 40° C. with dry ice-acetone, and thereto is added dropwise a solution of methyl chloroformate (114 mg) in dichloromethane (0.5 ml) with stirring. The mixture is stirred at 40° C. for one hour, and stirred at room temperature for 1.5 hour. The reaction mixture is poured into cold 10% aqueous citric acid solution, and the mixture is extra... Starting materials: ClC1=C(C(=CC=C1)F)CC(=O)CNN=C(C(=O)OCC)C (ethyl 2-{[2-(2-chloro-6-fluorophenyl)acetyl]methylhydrazono}propionate), CN(C)C=O (DMF), CC(C)([O-])C.[K+] (potassium t-butoxide), CN(C)C=O (DMF), Cl (hydrochloric acid). Conditions: time 0.5 hour. The product is ClC1=C(C(=CC=C1)F)C=1C(N(N=C(C1O)C)C)=O (4-(2-chloro-6-fluorophenyl)-5-hydroxy-2,6-dimethyl-3(2H)pyridazinone). Reaction SMILES: C[C:2](C)([O-:4])C.[K+].[Cl:7][C:8]1[CH:13]=[CH:12][CH:11]=[C:10]([F:14])[C:9]=1[CH2:15][C:16]([CH2:18][NH:19][N:20]=[C:21](C)C(OCC)=O)=[O:17].Cl.[CH3:29]N(C=O)C>>[Cl:7][C:8]1[CH:13]=[CH:12][CH:11]=[C:10]([F:14])[C:9]=1[C:15]1[C:2](=[O:4])[N:20]([CH3:21])[N:19]=[C:18]([CH3:29])[C:16]=1[OH:17] |f:0.1|. Reported procedure: A solution of 2.1 g (2 eq) of potassium t-butoxide in 10 ml of DMF was initially charged, and 2.8 g (9.4 mmol) of ethyl 2-{[2-(2-chloro-6-fluorophenyl)acetyl]methylhydrazono}propionate in 10 ml of DMF was slowly added dropwise at <0° C. The mixture was allowed to warm to RT and then stirred for a further 0.5 hour. The reaction solution was then poured into 100 ml of cooled 1N hydrochloric acid and extracted twice with in each case 250 ml of ethyl acetate. The combined organic phases were washed ... Solvent: CN1C(CCC1)=O (N-methylpyrrolidinone). Reaction SMILES: [NH2:1][C:2]1[C:7]([CH3:8])=[CH:6][CH:5]=[CH:4][N:3]=1.[Cl:9][C:10]1[S:11][C:12]([CH2:15]Cl)=[CH:13][N:14]=1.C(=O)(O)[O-].[Na+]>CN1CCCC1=O>[Cl:9][C:10]1[S:11][C:12]([CH2:15][NH:1][C:2]2[C:7]([CH3:8])=[CH:6][CH:5]=[CH:4][N:3]=2)=[CH:13][N:14]=1 |f:2.3|. The product is ClC=1SC(=CN1)CNC1=NC=CC=C1C (N-[(2-chloro-5-thiazolyl)methyl]-3-methyl-2-pyridinamine). Starting materials: NC1=NC=CC=C1C (2-amino-3-methylpyridine), ClC=1SC(=CN1)CCl (2-chloro-5-(chloromethyl)thiazole), C([O-])(O)=O.[Na+] (sodium bicarbonate). Procedure details: A mixture of 2-amino-3-methylpyridine (2.16 g, 20 mmol) and 2-chloro-5-(chloromethyl)thiazole (1.68 g, 10 mmol) in N-methylpyrrolidinone (10 mL) was heated at 180° C. in a microwave reactor for 10 min. The cooled reaction mixture was poured into a saturated aqueous sodium bicarbonate solution and extracted with ethyl acetate. The organic layer was separated, washed with saturated aqueous sodium bicarbonate solution, dried over Na2SO4, and concentrated under reduced pressure. The residue was puri... Isolated yield 83.4%. Conditions: temperature 180 celsius. Run in CN(C=O)C (N,N-dimethylformamide). Reported procedure: A mixture of the product from step (i) (1.04 g), potassium carbonate (1.025 g) and ethyl iodide (0.637 g) in N,N-dimethylformamide (15 ml ) was stirred vigorously at room temperature for 2 h. The mixture was partitioned between ethyl acetate and water, the organics washed with water, dried (MgSO4) and evaporated under reduced pressure. The residue was purified by chromatography on silica eluting with 2:1 ethyl acetate in isohexane. Yield 0.63 g RXN SMILES: [Cl:1][C:2]1[N:10]=[C:9]2[C:5]([N:6]=[CH:7][NH:8]2)=[C:4]([NH:11][C:12]2[CH:17]=[CH:16][C:15]([Cl:18])=[CH:14][CH:13]=2)[N:3]=1.C(=O)([O-])[O-].[K+].[K+].[CH2:25](I)[CH3:26]>CN(C)C=O>[Cl:1][C:2]1[N:10]=[C:9]2[C:5]([N:6]=[CH:7][N:8]2[CH2:25][CH3:26])=[C:4]([NH:11][C:12]2[CH:13]=[CH:14][C:15]([Cl:18])=[CH:16][CH:17]=2)[N:3]=1 |f:1.2.3|. Starting materials: ClC1=NC(=C2N=CNC2=N1)NC1=CC=C(C=C1)Cl (2-Chloro-N-(4-chlorophenyl)-9H-purin-6-amine), C([O-])([O-])=O.[K+].[K+] (potassium carbonate), C(C)I (ethyl iodide). The product is ClC1=NC(=C2N=CN(C2=N1)CC)NC1=CC=C(C=C1)Cl (2-Chloro-N-(4-chlorophenyl)-9-ethyl-9H-purin-6-amine). Run at time 2 hour. The reactants are COC1=CC=C(CN(S(=O)(=O)C=2C=CC3=C(OCC(N3)C3=CC=CC=C3)C2)C2=NC=NS2)C=C1 (N-(4-methoxybenzyl)-3-phenyl-N-(1,2,4-thiadiazol-5-yl)-3,4-dihydro-2H-benzo[b][1,4]oxazine-7-sulfonamide), COC1=CC=C(CN(S(=O)(=O)C=2C=CC3=C(OCC(N3)C3=CC=CC=C3)C2)C2=NC=NS2)C=C1 (N-(4-methoxybenzyl)-3-phenyl-N-(1,2,4-thiadiazol-5-yl)-3,4-dihydro-2H-benzo[b][1,4]oxazine-7-sulfonamide), CC1(C2=C(C(=CC=C2)P(C3=CC=CC=C3)C4=CC=CC=C4)OC5=C(C=CC=C51)P(C6=CC=CC=C6)C7=CC=CC=C7)C (xantphos), BrC1=CC=C(C=C1)C(F)(F)F (1-bromo-4-(trifluoromethyl)benzene), CC(C)([O-])C.[Na+] (sodium tert-butoxide). Reagents/catalysts: C=1C=CC(=CC1)/C=C/C(=O)/C=C/C2=CC=CC=C2.C=1C=CC(=CC1)/C=C/C(=O)/C=C/C2=CC=CC=C2.C=1C=CC(=CC1)/C=C/C(=O)/C=C/C2=CC=CC=C2.[Pd].[Pd] (Pd2(dba)3). Run in C1(=CC=CC=C1)C (toluene), CO.C(Cl)Cl (MeOH DCM), O (water). Conditions: time 20 minute. Yields the product C1(=CC=CC=C1)C1N(C2=C(OC1)C=C(C=C2)S(=O)(=O)NC2=NC=NS2)C2=CC=C(C=C2)C(F)(F)F (3-phenyl-N-(1,2,4-thiadiazol-5-yl)-4-(4-(trifluoromethyl)phenyl)-3,4-dihydro-2H-benzo[b][1,4]oxazine-7-sulfonamide). Isolated yield 53.4%. Reaction SMILES: COC1C=CC(C[N:8]([C:28]2[S:32][N:31]=[CH:30][N:29]=2)[S:9]([C:12]2[CH:13]=[CH:14][C:15]3[NH:20][CH:19]([C:21]4[CH:26]=[CH:25][CH:24]=[CH:23][CH:22]=4)[CH2:18][O:17][C:16]=3[CH:27]=2)(=[O:11])=[O:10])=CC=1.CC1(C)C2C(=C(P(C3C=CC=CC=3)C3C=CC=CC=3)C=CC=2)OC2C(P(C3C=CC=CC=3)C3C=CC=CC=3)=CC=CC1=2.Br[C:78]1[CH:83]=[CH:82][C:81]([C:84]([F:87])([F:86])[F:85])=[CH:80][CH:79]=1.CC(C)([O-])C.[Na+]>O.CO.C(Cl)Cl.C1C=CC(/C=C/C(/C=C/C2C=CC=CC=2)=O)=CC=1.C1C=CC(/C=C/C(/C=C/C2C=CC=CC=2)=O)=CC=1.C1C=CC(/C=C/C(/C=C/C2C=CC=CC=2)=O)=CC=1.[Pd].[Pd].C1(C)C=CC=CC=1>[C:21]1([CH:19]2[CH2:18][O:17][C:16]3[CH:27]=[C:12]([S:9]([NH:8][C:28]4[S:32][N:31]=[CH:30][N:29]=4)(=[O:10])=[O:11])[CH:13]=[CH:14][C:15]=3[N:20]2[C:78]2[CH:83]=[CH:82][C:81]([C:84]([F:87])([F:86])[F:85])=[CH:80][CH:79]=2)[CH:26]=[CH:25][CH:24]=[CH:23][CH:22]=1 |f:3.4,6.7,8.9.10.11.12|. Procedure: A vial was charged with N-(4-methoxybenzyl)-3-phenyl-N-(1,2,4-thiadiazol-5-yl)-3,4-dihydro-2H-benzo[b][1,4]oxazine-7-sulfonamide (INTERMEDIATE R, 93.6 mg, 0.189 mmol), xantphos (21.89 mg, 0.038 mmol), Pd2(dba)3 (17.32 mg, 0.019 mmol), toluene (1891 μL), 1-bromo-4-(trifluoromethyl)benzene (31.8 μl, 0.227 mmol), and sodium tert-butoxide (36.4 mg, 0.378 mmol). The vial was sealed and placed in a 130° C. heating bath for 10 min. The reaction mixture was cooled to room temperature, diluted with water... Reactants: C(#C)[C@@H]1[C@]2(C)[C@@H](CC1)[C@@H]1CC[C@H]3C[C@@H](CC[C@]3(C)[C@H]1CC2)O[Si](C2=CC=CC=C2)(C2=CC=CC=C2)C(C)(C)C (17β-ethynyl-3α-(t-butyidiphenylsilyloxy)-5α-androstane), C(C)(=O)OCC (ethyl acetate), IC1=CC=C(C=C1)C (4-iodotoluene), [NH4+].[Cl-] (NH4Cl). Reagents/catalysts: C=1C=CC(=CC1)[P](C=2C=CC=CC2)(C=3C=CC=CC3)[Pd]([P](C=4C=CC=CC4)(C=5C=CC=CC5)C=6C=CC=CC6)([P](C=7C=CC=CC7)(C=8C=CC=CC8)C=9C=CC=CC9)[P](C=1C=CC=CC1)(C=1C=CC=CC1)C=1C=CC=CC1 (tetrakis), [Cu]I (CuI). Solvent: N1CCCC1 (pyrrolidine), N1CCCC1 (pyrrolidine). Reaction conditions: time 24 hour. Product: [Si](C1=CC=CC=C1)(C1=CC=CC=C1)(C(C)(C)C)O[C@H]1C[C@@H]2CC[C@H]3[C@@H]4CC[C@@H]([C@@]4(C)CC[C@@H]3[C@]2(CC1)C)C#CC1=CC=C(C=C1)C (3α-(t-butyldiphenylsilyloxy)-17β-[2-(4-tolyl)ethynyl]-5α-androstane). RXN SMILES: [C:1]([C@H:3]1[CH2:8][CH2:7][C@H:6]2[C@H:9]3[C@H:19]([CH2:20][CH2:21][C@:4]12[CH3:5])[C@:17]1([CH3:18])[C@H:12]([CH2:13][C@H:14]([O:22][Si:23]([C:36]([CH3:39])([CH3:38])[CH3:37])([C:30]2[CH:35]=[CH:34][CH:33]=[CH:32][CH:31]=2)[C:24]2[CH:29]=[CH:28][CH:27]=[CH:26][CH:25]=2)[CH2:15][CH2:16]1)[CH2:11][CH2:10]3)#[CH:2].I[C:41]1[CH:46]=[CH:45][C:44]([CH3:47])=[CH:43][CH:42]=1.[NH4+].[Cl-].C(OCC)(=O)C>N1CCCC1.C1C=CC([P]([Pd]([P](C2C=CC=CC=2)(C2C=CC=CC=2)C2C=CC=CC=2)([P](C2C=CC=CC=2)(C2C=CC=CC=2)C2C=CC=CC=2)[P](C2C=CC=CC=2)(C2C=CC=CC=2)C2C=CC=CC=2)(C2C=CC=CC=2)C2C=CC=CC=2)=CC=1.[Cu]I>[Si:23]([O:22][C@@H:14]1[CH2:15][CH2:16][C@@:17]2([CH3:18])[C@@H:12]([CH2:11][CH2:10][C@@H:9]3[C@@H:19]2[CH2:20][CH2:21][C@@:4]2([CH3:5])[C@H:6]3[CH2:7][CH2:8][C@@H:3]2[C:1]#[C:2][C:41]2[CH:46]=[CH:45][C:44]([CH3:47])=[CH:43][CH:42]=2)[CH2:13]1)([C:36]([CH3:39])([CH3:38])[CH3:37])([C:30]1[CH:31]=[CH:32][CH:33]=[CH:34][CH:35]=1)[C:24]1[CH:29]=[CH:28][CH:27]=[CH:26][CH:25]=1 |f:2.3,^1:64,66,85,104|. Procedure: A solution of 17β-ethynyl-3α-(t-butyidiphenylsilyloxy)-5α-androstane (120 mg, 0.23 mmol) in pyrrolidine (2 mL) was added to a mixture of tetrakis triphenylposphine palladium (0) (13.28 mg, 0.0115 mmol) and CuI (4.4 mg, 0.023 mmol) in pyrrolidine (1 mL). To the resulting mixture was added 4-iodotoluene (150 mg, 0.69 mmol) and was stirred at RT for 24 h. Addition of saturated aqueous NH4Cl solution followed by ethyl acetate. Extraction of the organic layer with water and brine and drying (Na2SO4) ... Reactants: C(C)(=O)OC1[C@H](N)[C@@H](OC(C)=O)[C@H](OC(C)=O)[C@H](O1)COC(C)=O (1,3,4,6-tetra-O-acetyl-D-glucosamine), IC1=C(C(=CC(=C1CC)I)I)C1=CC(=C(C=C1)C(=O)Cl)[N+](=O)[O-] (2′,4′,6′-triiodo-3′-ethyl-3-nitrobiphenyl-4-carbonyl chloride). Yields the product [N+](=O)([O-])C1=C(C(=O)C2(OC(C)=O)[C@H](N)[C@@H](OC(C)=O)[C@H](OC(C)=O)[C@H](O2)COC(C)=O)C=CC(=C1)C1=C(C(=C(C=C1I)I)CC)I (2-nitro-4-(3′-ethyl-2′, 4′, 6′-triiodophenyl)-benzoyl-1,3,4,6-tetra-O-acetyl-D-glucosamine). RXN SMILES: [C:1]([O:4][CH:5]1[O:19][C@H:18]([CH2:20][O:21][C:22](=[O:24])[CH3:23])[C@@H:13]([O:14][C:15](=[O:17])[CH3:16])[C@H:8]([O:9][C:10](=[O:12])[CH3:11])[C@H:6]1[NH2:7])(=[O:3])[CH3:2].[I:25][C:26]1[C:31]([CH2:32][CH3:33])=[C:30]([I:34])[CH:29]=[C:28]([I:35])[C:27]=1[C:36]1[CH:41]=[CH:40][C:39]([C:42](Cl)=[O:43])=[C:38]([N+:45]([O-:47])=[O:46])[CH:37]=1>>[N+:45]([C:38]1[CH:37]=[C:36]([C:27]2[C:28]([I:35])=[CH:29][C:30]([I:34])=[C:31]([CH2:32][CH3:33])[C:26]=2[I:25])[CH:41]=[CH:40][C:39]=1[C:42]([C:5]1([O:19][C@H:18]([CH2:20][O:21][C:22](=[O:24])[CH3:23])[C@@H:13]([O:14][C:15](=[O:17])[CH3:16])[C@H:8]([O:9][C:10](=[O:12])[CH3:11])[C@H:6]1[NH2:7])[O:4][C:1](=[O:3])[CH3:2])=[O:43])([O-:47])=[O:46]. Procedure details: 1,3,4,6-tetra-O-acetyl-D-glucosamine (9) is reacted with 2′, 4′, 6′-triiodo-3′-ethyl-3-nitrobiphenyl-4-carbonyl chloride (14) to yield 2-nitro-4-(3′-ethyl-2′, 4′, 6′-triiodophenyl)-benzoyl-1,3,4,6-tetra-O-acetyl-D-glucosamine (15).